This data is from the Open Reaction Database (ORD), a public repository of structured organic reaction records. The task is: describe an organic reaction: reactants, conditions, products, and yield Reactants: O=C([O-])[O-], Cc1cc(Cl)ncc1[N+](=O)[O-], [K+], [K+], CN(C)C=O, O, Oc1ccccc1. Product: Cc1cc(Oc2ccccc2)ncc1[N+](=O)[O-]. RXN SMILES: [C:19](=[O:20])([O-:21])[O-:22].[Cl:1][c:2]1[n:3][cH:4][c:5]([N+:9](=[O:10])[O-:11])[c:6]([CH3:8])[cH:7]1.[K+:23].[K+:24].[O:26]=[CH:27][N:28]([CH3:29])[CH3:30].[OH2:25].[OH:12][c:13]1[cH:14][cH:15][cH:16][cH:17][cH:18]1>>[c:2]1([O:12][c:13]2[cH:14][cH:15][cH:16][cH:17][cH:18]2)[n:3][cH:4][c:5]([N+:9](=[O:10])[O-:11])[c:6]([CH3:8])[cH:7]1. Reactants: C(C1=CC=CC=C1)O[C@@H]1[C@H](C(O)O[C@@H]([C@H]1O)CO)O (3-O-benzyl-D-glucopyranose), ClC(C1=CC=CC=C1)(C1=CC=CC=C1)C1=CC=CC=C1 (chlorotriphenylmethane). Run in N1=CC=CC=C1 (pyridine). Run at temperature 80 celsius. Product: C(C1=CC=CC=C1)O[C@@H]1[C@H](C(O)O[C@@H]([C@H]1O)COC(C1=CC=CC=C1)(C1=CC=CC=C1)C1=CC=CC=C1)O (3-O-benzyl-6-O-triphenylmethyl-D-glucopyranose). Reaction SMILES: [CH2:1]([O:8][C@H:9]1[C@H:15]([OH:16])[C@@H:14]([CH2:17][OH:18])[O:13][CH:11]([OH:12])[C@@H:10]1[OH:19])[C:2]1[CH:7]=[CH:6][CH:5]=[CH:4][CH:3]=1.Cl[C:21]([C:34]1[CH:39]=[CH:38][CH:37]=[CH:36][CH:35]=1)([C:28]1[CH:33]=[CH:32][CH:31]=[CH:30][CH:29]=1)[C:22]1[CH:27]=[CH:26][CH:25]=[CH:24][CH:23]=1>N1C=CC=CC=1>[CH2:1]([O:8][C@H:9]1[C@H:15]([OH:16])[C@@H:14]([CH2:17][O:18][C:21]([C:22]2[CH:27]=[CH:26][CH:25]=[CH:24][CH:23]=2)([C:34]2[CH:35]=[CH:36][CH:37]=[CH:38][CH:39]=2)[C:28]2[CH:29]=[CH:30][CH:31]=[CH:32][CH:33]=2)[O:13][CH:11]([OH:12])[C@@H:10]1[OH:19])[C:2]1[CH:3]=[CH:4][CH:5]=[CH:6][CH:7]=1. Procedure: A mixture of 3 (6 g)-and freshly purified chlorotriphenylmethane (5 g) in dry pyridine (50 mL) was heated for 2 hrs at 80° C. and then cooled to 0° C. 3-O-benzyl-6-O-triphenylmethyl-D-glucopyranose (16) could be isolated at this stage, or used further for acetylation. Acetic anhydride (15 mL)-was added, and the reaction mixture was heated at 80° C. until compound 16 had disappeared (TLC, ether:hexane, 1:2). The mixture was concentrated and a solution of the residue in chloroform (100 mL) was was... Starting materials: C=Cc1ccc(C(C)(C)C)nc1Cl, Cn1ccnc1, Cc1ccccc1, CCOC(=O)C=[N+]=[N-]. Yields the product CCOC(=O)C1CC1c1ccc(C(C)(C)C)nc1Cl. Reaction SMILES: [C:1]([CH3:2])([CH3:3])([CH3:4])[c:5]1[cH:6][cH:7][c:8]([CH:12]=[CH2:13])[c:9]([Cl:11])[n:10]1.[CH3:14][n:15]1[cH:16][n:17][cH:18][cH:19]1.[CH3:28][c:29]1[cH:30][cH:31][cH:32][cH:33][cH:34]1.[N+:20](=[N-:21])=[CH:22][C:23](=[O:24])[O:25][CH2:26][CH3:27]>>[C:1]([CH3:2])([CH3:3])([CH3:4])[c:5]1[cH:6][cH:7][c:8]([CH:12]2[CH2:13][CH:22]2[C:23](=[O:24])[O:25][CH2:26][CH3:27])[c:9]([Cl:11])[n:10]1. The reactants are COC(=O)CNC(=O)C1=C(C=C(C=C1)C1=CC=CC2=CC(=CC=C12)C(=O)OCC1=CC=CC=C1)C12CC3CC(CC(C1)C3)C2 (N-methoxycarbonylmethyl-4-(6-benzyloxycarbonylnaphthyl)-2-(1-adamantyl)phenylcarboxamide). Reagents/catalysts: [Pd] (palladium on carbon). Run in O1CCOCC1 (dioxane). Reaction conditions: time 12 hour. The product is COC(=O)CNC(=O)C1=C(C=C(C=C1)C1=CC=CC2=CC(=CC=C12)C(=O)O)C12CC3CC(CC(C1)C3)C2 (N-methoxycarbonylmethyl-4-(6-carboxynaphthyl)-2-(1-adamantyl)phenylcarboxamide). RXN SMILES: [CH3:1][O:2][C:3]([CH2:5][NH:6][C:7]([C:9]1[CH:14]=[CH:13][C:12]([C:15]2[C:24]3[C:19](=[CH:20][C:21]([C:25]([O:27]CC4C=CC=CC=4)=[O:26])=[CH:22][CH:23]=3)[CH:18]=[CH:17][CH:16]=2)=[CH:11][C:10]=1[C:35]12[CH2:44][CH:39]3[CH2:40][CH:41]([CH2:43][CH:37]([CH2:38]3)[CH2:36]1)[CH2:42]2)=[O:8])=[O:4]>O1CCOCC1.[Pd]>[CH3:1][O:2][C:3]([CH2:5][NH:6][C:7]([C:9]1[CH:14]=[CH:13][C:12]([C:15]2[C:24]3[C:19](=[CH:20][C:21]([C:25]([OH:27])=[O:26])=[CH:22][CH:23]=3)[CH:18]=[CH:17][CH:16]=2)=[CH:11][C:10]=1[C:35]12[CH2:36][CH:37]3[CH2:43][CH:41]([CH2:40][CH:39]([CH2:38]3)[CH2:44]1)[CH2:42]2)=[O:8])=[O:4]. Procedure details: 1.25 g (2.1mmol) of the benzyl ester obtained in Example 48, in 50 ml of dioxane, are hydrogenated at 70° C. in the presence of 190 mg of palladium on carbon (10%), under a hydrogen pressure of 7 bar, for 12 h. After the same treatment as in Example 5 followed by a recrystallization from the ethyl acetate/hexane mixture, 742 mg (71%) of the expected derivative are isolated, which derivative melts at 272° C. Reactants: S1C(=CC=C1)CC(=O)NC1[C@@H]2N(C(C(=CS2)C(=O)OCCBr)C(=O)OC(C2=CC=CC=C2)C2=CC=CC=C2)C1=O (Benzhydryl 7-(2-thienylacetamido)-3-(2-bromoethoxycarbonyl)-2-cephem-4-carboxylate), S1C(=CC=C1)CC(=O)NC=1S[C@H]2N(C(C1C(=O)OCCI)C(=O)[O-])C(C2)=O (2-thienylacetamido-3-(2-iodoethoxycarbonyl)-2-cephem-4-carboxylate), β-lactam, [I-].[Na+] (sodium iodide), CC(=O)C (acetone). Run in C(Cl)(Cl)Cl (CHCl3). Reaction conditions: time 16 hour. Product: S1C(=CC=C1)CC(=O)NC1[C@@H]2N(C(C(=CS2)C(=O)OCCI)C(=O)OC(C2=CC=CC=C2)C2=CC=CC=C2)C1=O (Benzhydryl 7-(2-thienylacetamido)-3-(2-iodoethoxycarbonyl)-2-cephem-4-carboxylate). Reaction SMILES: [S:1]1[CH:5]=[CH:4][CH:3]=[C:2]1[CH2:6][C:7]([NH:9][CH:10]1[C:39](=[O:40])[N:12]2[CH:13]([C:23]([O:25][CH:26]([C:33]3[CH:38]=[CH:37][CH:36]=[CH:35][CH:34]=3)[C:27]3[CH:32]=[CH:31][CH:30]=[CH:29][CH:28]=3)=[O:24])[C:14]([C:17]([O:19][CH2:20][CH2:21]Br)=[O:18])=[CH:15][S:16][C@H:11]12)=[O:8].[I-].[Na+].CC(C)=O.S1C=CC=C1CC(NC1S[C@@H]2CC(=O)N2C(C([O-])=O)C=1C(OCC[I:67])=O)=O>C(Cl)(Cl)Cl>[S:1]1[CH:5]=[CH:4][CH:3]=[C:2]1[CH2:6][C:7]([NH:9][CH:10]1[C:39](=[O:40])[N:12]2[CH:13]([C:23]([O:25][CH:26]([C:33]3[CH:38]=[CH:37][CH:36]=[CH:35][CH:34]=3)[C:27]3[CH:32]=[CH:31][CH:30]=[CH:29][CH:28]=3)=[O:24])[C:14]([C:17]([O:19][CH2:20][CH2:21][I:67])=[O:18])=[CH:15][S:16][C@H:11]12)=[O:8] |f:1.2|. Procedure: Benzhydryl 7-(2-thienylacetamido)-3-(2-bromoethoxycarbonyl)-2-cephem-4-carboxylate (7.61 g., 12 mmol.) was combined with sodium iodide (6.75 g., 45 meq.) in 100 ml. acetone. The reaction mixture was degassed and then heated to 35° with stirring for 16 hours. The reaction mixture was filtered and evaporated to dryness. The residue was dissolved in ethyl acetate and washed with water (3X) and brine and dried (Na2SO4). Evaporation in vacuo to dryness provided 7.78 g. (95.5%) of benzhydryl 7-(2-thie... Starting materials: BrC(C)C1(OCC(CO1)(C)C)C1=CC=C(C=C1)CC(C)C (2-(1-bromoethyl)-5,5-dimethyl-2-(4-isobutylphenyl)-1,3-dioxane), C(C)(=O)[O-].[K+] (potassium acetate). Solvent: C(=O)N (formamide). Reaction conditions: temperature 170 celsius, time 2.5 hour. Product: C(C(C)C)C1=CC=C(C=C1)C(C(=O)O)C (2-(4-isobutylphenyl)-propionic acid). The yield is 25.0%. As a reaction SMILES: Br[CH:2]([C:4]1([C:12]2[CH:17]=[CH:16][C:15]([CH2:18][CH:19]([CH3:21])[CH3:20])=[CH:14][CH:13]=2)OCC(C)(C)CO1)C.[C:22]([O-:25])(=[O:24])C.[K+]>C(N)=O>[CH2:18]([C:15]1[CH:14]=[CH:13][C:12]([CH:4]([CH3:2])[C:22]([OH:25])=[O:24])=[CH:17][CH:16]=1)[CH:19]([CH3:20])[CH3:21] |f:1.2|. Procedure details: A mixture of 2-(1-bromoethyl)-5,5-dimethyl-2-(4-isobutylphenyl)-1,3-dioxane (3.55 g; 10 mmol), potassium acetate (1.2 g; 12 mmol), formamide (50 ml) is heated at 170° C. under stirring for 2.5 h. The reaction mixture is worked up as described in Example 1a to give 2-(4-isobutylphenyl)-propionic acid (2.5 mmol; yield 25%), m.p. 74°-76° C. Procedure details: A solution of 7.258 g (34.2 mM) of 3-benzyloxy-2-methoxypropylthioalcohol VII 6 and 11.65 g (39.4 mM) of octadecylisocyanate in 100 ml of pyridine is heated under reflux for 1 hour. The reaction mixture is concentrated and the residue is purified by column chromatography on silica gel using a toluene-ethyl acetate (9:1 to 4:1) mixture as an eluent to give 17.027 g (33.6 mM) of the titled compound, 3-benzyloxy-2-methoxy-1-octadecylcarbamoylthiopropane VI 6 as a solid in 98% yield. Isolated yield 117.5%. Yields the product C(C1=CC=CC=C1)OCC(CSC(NCCCCCCCCCCCCCCCCCC)=O)OC (3-benzyloxy-2-methoxy-1-octadecylcarbamoylthiopropane). The reactants are C(C)(=O)SCC(COCC1=CC=CC=C1)OC (1-acetylthio-3-benzyloxy-2-methoxypropane), C(CCCCCCCCCCCCCCCCC)N=C=O (octadecylisocyanate). As a reaction SMILES: [C:1]([S:4][CH2:5][CH:6]([O:16][CH3:17])[CH2:7][O:8][CH2:9][C:10]1[CH:15]=[CH:14][CH:13]=[CH:12][CH:11]=1)(=[O:3])C.[CH2:18]([N:36]=C=O)[CH2:19][CH2:20][CH2:21][CH2:22][CH2:23][CH2:24][CH2:25][CH2:26][CH2:27][CH2:28][CH2:29][CH2:30][CH2:31][CH2:32][CH2:33][CH2:34][CH3:35]>N1C=CC=CC=1>[CH2:9]([O:8][CH2:7][CH:6]([O:16][CH3:17])[CH2:5][S:4][C:1](=[O:3])[NH:36][CH2:18][CH2:19][CH2:20][CH2:21][CH2:22][CH2:23][CH2:24][CH2:25][CH2:26][CH2:27][CH2:28][CH2:29][CH2:30][CH2:31][CH2:32][CH2:33][CH2:34][CH3:35])[C:10]1[CH:15]=[CH:14][CH:13]=[CH:12][CH:11]=1. Solvent: N1=CC=CC=C1 (pyridine).